Dataset: the Open Reaction Database (ORD), a public repository of structured organic reaction records. Task: describe an organic reaction: reactants, conditions, products, and yield As a reaction SMILES: [CH3:28][OH:29].[CH:1]1([S:4](=[O:5])(=[O:6])[c:7]2[cH:8][cH:9][c:10]([C:13]([C:14](=[O:15])[O:16][CH2:17][CH3:18])=[O:19])[cH:11][cH:12]2)[CH2:2][CH2:3]1.[ClH:27].[Na+:26].[O:20]1[CH2:21][CH2:22][CH2:23][CH2:24]1.[OH-:25]>>[CH:1]1([S:4](=[O:5])(=[O:6])[c:7]2[cH:8][cH:9][c:10]([CH2:13][C:14](=[O:15])[O:16][CH2:17][CH3:18])[cH:11][cH:12]2)[CH2:2][CH2:3]1. The product is CCOC(=O)Cc1ccc(S(=O)(=O)C2CC2)cc1. The reactants are CO, CCOC(=O)C(=O)c1ccc(S(=O)(=O)C2CC2)cc1, Cl, [Na+], C1CCOC1, [OH-]. The reactants are CC(C)(C)[Si](C)(C)OCCC(O)(COS(C)(=O)=O)c1ccc(F)c(Br)c1, CCOC(C)=O, [Cl-], [K], NN, [NH4+], O=C1NC(=O)c2ccccc21, O. Yields the product CC(C)(C)[Si](C)(C)OCCC(O)(CN)c1ccc(F)c(Br)c1. As a reaction SMILES: [CH3:1][S:2]([O:3][CH2:6][C:7]([CH2:8][CH2:9][O:10][Si:11]([CH3:12])([CH3:13])[C:14]([CH3:15])([CH3:16])[CH3:17])([OH:18])[c:19]1[cH:20][c:21]([Br:26])[c:22]([F:25])[cH:23][cH:24]1)(=[O:4])=[O:5].[CH3:44][CH2:45][O:46][C:47](=[O:48])[CH3:49].[Cl-:39].[K:27].[NH2:42][NH2:43].[NH4+:40].[O:28]=[C:29]1[NH:30][C:37](=[O:38])[c:32]2[c:31]1[cH:36][cH:35][cH:34][cH:33]2.[OH2:41]>>[CH2:6]([C:7]([CH2:8][CH2:9][O:10][Si:11]([CH3:12])([CH3:13])[C:14]([CH3:15])([CH3:16])[CH3:17])([OH:18])[c:19]1[cH:20][c:21]([Br:26])[c:22]([F:25])[cH:23][cH:24]1)[NH2:30].